This data is from the Open Reaction Database (ORD), a public repository of structured organic reaction records. The task is: describe an organic reaction: reactants, conditions, products, and yield Starting materials: ice, Cl (hydrochloric acid), [OH-].[K+] (Potassium hydroxide), C1=CC=CC=2C=3C=C4C(=CC3C(C12)=O)C1=CC=CC=C1C4=O (indeno[1,2-b]fluorene-6,12-dione), O.NN (Hydrazine-hydrate). Run in C(COCCO)O (diethylene glycol). Run at temperature 170 celsius, time 10 minute. Yields the product C1=CC=CC=2C=3C=C4C(=CC3CC12)C1=CC=CC=C1C4 (6,12-dihydroindeno[1,2-b]fluorene). RXN SMILES: [OH-].[K+].[CH:3]1[C:15]2[C:14](=O)[C:13]3[CH:12]=[C:11]4[C:17]5[C:22]([C:23](=O)[C:10]4=[CH:9][C:8]=3[C:7]=2[CH:6]=[CH:5][CH:4]=1)=[CH:21][CH:20]=[CH:19][CH:18]=5.O.NN.Cl>C(O)COCCO>[CH:21]1[C:22]2[CH2:23][C:10]3[CH:9]=[C:8]4[C:7]5[C:15]([CH2:14][C:13]4=[CH:12][C:11]=3[C:17]=2[CH:18]=[CH:19][CH:20]=1)=[CH:3][CH:4]=[CH:5][CH:6]=5 |f:0.1,3.4|. Procedure: Potassium hydroxide (163.7 g), diethylene glycol (1412 mL, Alfa-Aesar) and indeno[1,2-b]fluorene-6,12-dione (28.23 g) were charged to a suitable vessel under argon. Hydrazine-hydrate (152 mL, Alfa-Aesar) was added and the reaction heated to 170° C. for 18 hours. The reaction mixture was slowly added to a mixture of ice (2 kg) and concentrated hydrochloric acid (1 L) and the resulting slurry stirred for 10 minutes. The solids were collected by vacuum filtration, washed with water (3×500 mL) and d... Starting materials: C(C)C1=CC=C(C=O)C=C1 (4-ethylbenzaldehyde), C(C)(=O)C1=CC=CC=C1 (acetophenone). Product: C(C)C1=CC=C(C=C1)C=CC(=O)C1=CC=CC=C1 (3-(4-ethylphenyl)-1-phenylprop-2-en-1-one). As a reaction SMILES: [CH2:1]([C:3]1[CH:10]=[CH:9][C:6]([CH:7]=O)=[CH:5][CH:4]=1)[CH3:2].[C:11]([C:14]1[CH:19]=[CH:18][CH:17]=[CH:16][CH:15]=1)(=[O:13])[CH3:12]>>[CH2:1]([C:3]1[CH:10]=[CH:9][C:6]([CH:7]=[CH:12][C:11]([C:14]2[CH:19]=[CH:18][CH:17]=[CH:16][CH:15]=2)=[O:13])=[CH:5][CH:4]=1)[CH3:2]. Reported procedure: By a procedure similar to that of example 1.59.1, starting from 4-ethylbenzaldehyde and acetophenone, 3-(4-ethylphenyl)-1-phenylprop-2-en-1-one was obtained as yellow oil. Reactants: C(=O)(OC(C)(C)C)N1[C@H](C(=O)OC)[C@@H](CC1)O (N-BOC-3(R)-hydroxy-(L)-proline, methyl ester), CI (MeI), Ag2O. Run in CN(C)C=O (DMF). Reaction conditions: time 18 hour. Yields the product C(=O)(OC(C)(C)C)N1[C@H](C(=O)OC)[C@@H](CC1)OC (N-BOC-3(R)-methoxy-(L)-proline, methyl ester). Yield: 94.1%. Reaction SMILES: [C:1]([N:8]1[CH2:16][CH2:15][C@@H:14]([OH:17])[C@H:9]1[C:10]([O:12][CH3:13])=[O:11])([O:3][C:4]([CH3:7])([CH3:6])[CH3:5])=[O:2].[CH3:18]I>CN(C=O)C>[C:1]([N:8]1[CH2:16][CH2:15][C@@H:14]([O:17][CH3:18])[C@H:9]1[C:10]([O:12][CH3:13])=[O:11])([O:3][C:4]([CH3:7])([CH3:6])[CH3:5])=[O:2]. Reported procedure: To a solution of 500 mg (2.05 mmol) of N-BOC-3(R)-hydroxy-(L)-proline, methyl ester and 1.7 g (12.2 mmol) of MeI in 10 mL of DMF was added 473 mg (2.05 mmol) of Ag2O. The mixture was stirred for 18 h and was then filtered through a pad of celite and concentrated. The crude residue was dissolved in EtOAc and washed with 1M HCl (2×10 mL), saturated NaHCO3 (2×10 mL), brine (1×10 mL), dried anhydrous MgSO4, and concentrated to give 500 mg of N-BOC-3(R)-methoxy-(L)-proline, methyl ester as a light ye...